describe an organic reaction: reactants, conditions, products, and yield From a dataset of the Open Reaction Database (ORD), a public repository of structured organic reaction records. Starting materials: Nc1nc(N)c2cc(C=Cc3cc(Cl)cc(Cl)c3)cnc2n1, [Na+], C1COCCO1, [OH-]. Yields the product Nc1nc(O)c2cc(C=Cc3cc(Cl)cc(Cl)c3)cnc2n1. Reaction SMILES: [NH2:1][c:2]1[n:3][c:4]([NH2:22])[c:5]2[c:6]([n:7]1)[n:8][cH:9][c:10]([CH:12]=[CH:13][c:14]1[cH:15][c:16]([Cl:21])[cH:17][c:18]([Cl:20])[cH:19]1)[cH:11]2.[Na+:30].[O:23]1[CH2:24][CH2:25][O:26][CH2:27][CH2:28]1.[OH-:29]>>[NH2:1][c:2]1[n:3][c:4]([OH:23])[c:5]2[c:6]([n:7]1)[n:8][cH:9][c:10]([CH:12]=[CH:13][c:14]1[cH:15][c:16]([Cl:21])[cH:17][c:18]([Cl:20])[cH:19]1)[cH:11]2. The reactants are COC(C(NS(=O)(=O)N)(C)CCC)=O (N-(aminosulfonyl)-2-propyl-DL-alanine methyl ester), C[O-].[Na+] (sodium methoxide). Solvent: CO (methanol). Run at time 15 hour. Yields the product C(CC)C1C(NS(N1C)(=O)=O)=O (4-propyl-5-methyl-1,2,5-thiadiazolidin-3-one 1,1-dioxide). The yield is 125.9%. Reaction SMILES: C[O:2][C:3](=O)[C:4]([CH2:11][CH2:12][CH3:13])(C)[NH:5][S:6]([NH2:9])(=[O:8])=[O:7].[CH3:15][O-].[Na+]>CO>[CH2:11]([CH:4]1[N:5]([CH3:15])[S:6](=[O:8])(=[O:7])[NH:9][C:3]1=[O:2])[CH2:12][CH3:13] |f:1.2|. Procedure details: A solution of N-(aminosulfonyl)-2-propyl-DL-alanine methyl ester (10.66 g; 47.53 mmol) in methanol (100 ml) was added in one portion to a solution of sodium methoxide (prepared from 2.0 g of Na in 100 ml of dry methanol under nitrogen) and the resulting reaction mixture was stirred for 15 hours. The mixture was neutralized with BIO-RAD® 50W-X8 H+ ion exchange resin with stirring (20 minutes), and filtered. The filtrate was concentrated in vacuo to yield an oil which was dried in vacuo (4 hours) ...